Dataset: the Open Reaction Database (ORD), a public repository of structured organic reaction records. Task: describe an organic reaction: reactants, conditions, products, and yield Reactants: Cc1cc(C)c(CNC(=O)c2cc(-c3ccc(CBr)cc3)nc3c2cnn3C(C)C)c(=O)[nH]1, C1COCCN1, CCOC(C)=O, CN(C)C=O, O. Yields the product Cc1cc(C)c(CNC(=O)c2cc(-c3ccc(CN4CCOCC4)cc3)nc3c2cnn3C(C)C)c(=O)[nH]1. As a reaction SMILES: [Br:1][CH2:2][c:3]1[cH:4][cH:5][c:6](-[c:9]2[cH:10][c:11]([C:21](=[O:22])[NH:23][CH2:24][c:25]3[c:26](=[O:33])[nH:27][c:28]([CH3:32])[cH:29][c:30]3[CH3:31])[c:12]3[c:13]([n:14]2)[n:15]([CH:18]([CH3:19])[CH3:20])[n:16][cH:17]3)[cH:7][cH:8]1.[CH2:34]1[CH2:35][O:36][CH2:37][CH2:38][NH:39]1.[CH3:41][CH2:42][O:43][C:44]([CH3:45])=[O:46].[O:47]=[CH:48][N:49]([CH3:50])[CH3:51].[OH2:40]>>[CH2:2]([c:3]1[cH:4][cH:5][c:6](-[c:9]2[cH:10][c:11]([C:21](=[O:22])[NH:23][CH2:24][c:25]3[c:26](=[O:33])[nH:27][c:28]([CH3:32])[cH:29][c:30]3[CH3:31])[c:12]3[c:13]([n:14]2)[n:15]([CH:18]([CH3:19])[CH3:20])[n:16][cH:17]3)[cH:7][cH:8]1)[N:39]1[CH2:34][CH2:35][O:36][CH2:37][CH2:38]1. Starting materials: Cl, [K+], Nn1c(=O)c(C(=O)Nc2ccc(OCc3ccccc3)cc2S(N)(=O)=O)c(O)c2ccccc21, [OH-]. The product is Nn1c(=O)c(C2=NS(=O)(=O)c3cc(OCc4ccccc4)ccc3N2)c(O)c2ccccc21. As a reaction SMILES: [ClH:35].[K+:37].[NH2:1][n:2]1[c:3](=[O:34])[c:4]([C:13](=[O:14])[NH:15][c:16]2[c:17]([S:30](=[O:31])(=[O:32])[NH2:33])[cH:18][c:19]([O:22][CH2:23][c:24]3[cH:25][cH:26][cH:27][cH:28][cH:29]3)[cH:20][cH:21]2)[c:5]([OH:12])[c:6]2[cH:7][cH:8][cH:9][cH:10][c:11]12.[OH-:36]>>[NH2:1][n:2]1[c:3](=[O:34])[c:4]([C:13]2=[N:33][S:30](=[O:31])(=[O:32])[c:17]3[c:16]([cH:21][cH:20][c:19]([O:22][CH2:23][c:24]4[cH:25][cH:26][cH:27][cH:28][cH:29]4)[cH:18]3)[NH:15]2)[c:5]([OH:12])[c:6]2[cH:7][cH:8][cH:9][cH:10][c:11]12. Starting materials: ClCC=1SC=C(N1)C (2-(chloromethyl)-4-methyl-1,3-thiazole), C([O-])([O-])=O.[K+].[K+] (potassium carbonate), O=C1N(C(C2=C(N1)C=C(S2)C2=CC=CC=C2)=O)C2CCN(CC2)C(=O)OC(C)(C)C (tert-butyl 4-(2,4-dioxo-6-phenyl-1,4-dihydrothieno[3,2-d]pyrimidin-3(2H)-yl)piperidine-1-carboxylate). Solvent: CN(C)C=O (DMF). The product is CC=1N=C(SC1)CN1C(N(C(C2=C1C=C(S2)C2=CC=CC=C2)=O)C2CCN(CC2)C(=O)OC(C)(C)C)=O (tert-butyl 4-{1-[(4-methyl-1,3-thiazol-2-yl)methyl]-2,4-dioxo-6-phenyl-1,4-dihydrothieno[3,2-d]pyrimidin-3(2H)-yl}piperidine-1-carboxylate). Reaction SMILES: [O:1]=[C:2]1[NH:7][C:6]2[CH:8]=[C:9]([C:11]3[CH:16]=[CH:15][CH:14]=[CH:13][CH:12]=3)[S:10][C:5]=2[C:4](=[O:17])[N:3]1[CH:18]1[CH2:23][CH2:22][N:21]([C:24]([O:26][C:27]([CH3:30])([CH3:29])[CH3:28])=[O:25])[CH2:20][CH2:19]1.Cl[CH2:32][C:33]1[S:34][CH:35]=[C:36]([CH3:38])[N:37]=1.C(=O)([O-])[O-].[K+].[K+]>CN(C=O)C>[CH3:38][C:36]1[N:37]=[C:33]([CH2:32][N:7]2[C:6]3[CH:8]=[C:9]([C:11]4[CH:16]=[CH:15][CH:14]=[CH:13][CH:12]=4)[S:10][C:5]=3[C:4](=[O:17])[N:3]([CH:18]3[CH2:23][CH2:22][N:21]([C:24]([O:26][C:27]([CH3:30])([CH3:29])[CH3:28])=[O:25])[CH2:20][CH2:19]3)[C:2]2=[O:1])[S:34][CH:35]=1 |f:2.3.4|. Reported procedure: According to GP1 tert-butyl 4-(2,4-dioxo-6-phenyl-1,4-dihydrothieno[3,2-d]pyrimidin-3(2H)-yl)piperidine-1-carboxylate (855 mg; compound B50) is reacted with 2-(chloromethyl)-4-methyl-1,3-thiazole (368 mg; compound D13) in the presence of potassium carbonate (276 mg) in DMF (15 ml). Using WU1 a solid is obtained which is purified by flash chromatography [silica gel, eluation gradient: DCM/MeOH, 100/0 to 95/5 (v/v)] to give the title compound as a solid.